The task is: describe an organic reaction: reactants, conditions, products, and yield. This data is from the Open Reaction Database (ORD), a public repository of structured organic reaction records. Reactants: BrCc1cc2c(s1)-c1ccccc1Sc1ccccc1-2, CCO, N#C[Na]. Product: N#CCc1cc2c(s1)-c1ccccc1Sc1ccccc1-2. RXN SMILES: [Br:1][CH2:2][c:3]1[cH:4][c:5]2[c:11]([s:12]1)-[c:10]1[c:9]([cH:16][cH:15][cH:14][cH:13]1)[S:8][c:7]1[c:6]-2[cH:20][cH:19][cH:18][cH:17]1.[CH3:24][CH2:25][OH:26].[Na:21][C:22]#[N:23]>>[CH2:2]([c:3]1[cH:4][c:5]2[c:11]([s:12]1)-[c:10]1[c:9]([cH:16][cH:15][cH:14][cH:13]1)[S:8][c:7]1[c:6]-2[cH:20][cH:19][cH:18][cH:17]1)[C:22]#[N:23]. Reactants: [BH4-], CCc1nc(C=Cc2cn(-c3ccccc3)nc2OCc2ccc(OCc3nc(-c4cccc(C(=O)OC)c4)oc3C)c(OC)c2)cs1, [Li+], C1CCOC1, O. Product: CCc1nc(C=Cc2cn(-c3ccccc3)nc2OCc2ccc(OCc3nc(-c4cccc(CO)c4)oc3C)c(OC)c2)cs1. As a reaction SMILES: [BH4-:49].[CH2:1]([CH3:2])[c:3]1[s:4][cH:5][c:6]([CH:8]=[CH:9][c:10]2[c:11]([O:21][CH2:22][c:23]3[cH:24][c:25]([O:47][CH3:48])[c:26]([O:27][CH2:28][c:29]4[n:30][c:31](-[c:35]5[cH:36][c:37]([C:38](=[O:39])[O:40][CH3:41])[cH:42][cH:43][cH:44]5)[o:32][c:33]4[CH3:34])[cH:45][cH:46]3)[n:12][n:13](-[c:15]3[cH:16][cH:17][cH:18][cH:19][cH:20]3)[cH:14]2)[n:7]1.[Li+:50].[O:51]1[CH2:52][CH2:53][CH2:54][CH2:55]1.[OH2:56]>>[CH2:1]([CH3:2])[c:3]1[s:4][cH:5][c:6]([CH:8]=[CH:9][c:10]2[c:11]([O:21][CH2:22][c:23]3[cH:24][c:25]([O:47][CH3:48])[c:26]([O:27][CH2:28][c:29]4[n:30][c:31](-[c:35]5[cH:36][c:37]([CH2:38][OH:39])[cH:42][cH:43][cH:44]5)[o:32][c:33]4[CH3:34])[cH:45][cH:46]3)[n:12][n:13](-[c:15]3[cH:16][cH:17][cH:18][cH:19][cH:20]3)[cH:14]2)[n:7]1.